From a dataset of the Open Reaction Database (ORD), a public repository of structured organic reaction records. describe an organic reaction: reactants, conditions, products, and yield Reactants: FC1=CC=C(CN2C(CC3(CC3)CC2)C(=O)N[C@@H](C)C2=CC=C(C(=O)O)C=C2)C=C1 (4-((1S)-1-(6-(4-fluorobenzyl)-6-azaspiro[2.5]octane-5-carboxamido)ethyl)benzoic acid), C(=O)[O-].[NH4+] (ammonium formate). The reagents and catalysts are [Pd] (Pd/C). The solvent is CCO (EtOH). Run at time 24 hour. Product: C1CC12CC(NCC2)C(=O)N[C@@H](C)C2=CC=C(C(=O)O)C=C2 (4-((1S)-1-(6-azaspiro[2.5]octane-5-carboxamido)ethyl)benzoic acid). Yield: 97.3%. Reaction SMILES: FC1C=CC(C[N:7]2[CH2:14][CH2:13][C:10]3([CH2:12][CH2:11]3)[CH2:9][CH:8]2[C:15]([NH:17][C@H:18]([C:20]2[CH:28]=[CH:27][C:23]([C:24]([OH:26])=[O:25])=[CH:22][CH:21]=2)[CH3:19])=[O:16])=CC=1.C([O-])=O.[NH4+]>CCO.[Pd]>[CH2:11]1[C:10]2([CH2:13][CH2:14][NH:7][CH:8]([C:15]([NH:17][C@H:18]([C:20]3[CH:28]=[CH:27][C:23]([C:24]([OH:26])=[O:25])=[CH:22][CH:21]=3)[CH3:19])=[O:16])[CH2:9]2)[CH2:12]1 |f:1.2|. Reported procedure: 4-((1S)-1-(6-(4-fluorobenzyl)-6-azaspiro[2.5]octane-5-carboxamido)ethyl)benzoic acid (single unknown enantiomer) (D127a) (14 mg, 0.034 mmol) was dissolved in EtOH (3 ml) prior addition of Pd/C 10% (18 mg, 0.017 mmol) and ammonium formate (6.5 mg, 0.102 mmol). The heterogeneous solution was left stirring at RT for 24 hrs then catalyst was filtered off and the solvent evaporated in vacuo to afford the title compound (D128) (10 mg). Reactants: O=C([O-])CBr, Nc1ccc(O)cc1, O=C([O-])COc1ccccc1. Product: NC(=O)COc1ccccc1. Reaction SMILES: [Br:20][CH2:21][C:22]([O-:23])=[O:24].[NH2:1][c:2]1[cH:3][cH:4][c:5]([OH:6])[cH:7][cH:8]1.[O-:9][C:10](=[O:11])[CH2:12][O:13][c:14]1[cH:15][cH:16][cH:17][cH:18][cH:19]1>>[NH2:1][C:10](=[O:9])[CH2:12][O:13][c:14]1[cH:15][cH:16][cH:17][cH:18][cH:19]1. Starting materials: ClC=1C=C(C=O)C=CC1Cl (3,4-dichlorobenzaldehyde), S(=O)(=O)(C1=CC=C(C)C=C1)C[N+]#[C-] (tosylmethylisocyanide), [C-]#N.[Na+] (NaCN). Product: ClC=1C=C(C=CC1Cl)[C@@H]1[C@H](N=CO1)S(=O)(=O)C=1C(=CC=CC1)C ((4R*,5R*)-5-(3,4-Dichlorophenyl)-4-toluenesulfonyl-4,5-dihydro-1,3-oxazole). RXN SMILES: [Cl:1][C:2]1[CH:3]=[C:4]([CH:7]=[CH:8][C:9]=1[Cl:10])[CH:5]=[O:6].[S:11]([CH2:21][N+:22]#[C-:23])([C:14]1[CH:20]=[CH:19][C:17](C)=[CH:16][CH:15]=1)(=[O:13])=[O:12].[C-:24]#N.[Na+]>>[Cl:1][C:2]1[CH:3]=[C:4]([C@H:5]2[O:6][CH:23]=[N:22][C@@H:21]2[S:11]([C:14]2[C:15]([CH3:24])=[CH:16][CH:17]=[CH:19][CH:20]=2)(=[O:12])=[O:13])[CH:7]=[CH:8][C:9]=1[Cl:10] |f:2.3|. Procedure: In a manner analogous to Preparation 1, 3,4-dichlorobenzaldehyde (0.56 g, 3.20 mmol), tosylmethylisocyanide (0.75 g, 3.84 mmol) and NaCN (0.02 g, 0.40 mmol) gave the desired compound as a tan solid. 1H NMR (300 MHz, CDCl3) δ 7.85 (d, J=8.3 Hz, 2H), 7.50 (d, J=8.3 Hz, 1H), 7.35 (m, 3H), 7.15 (m, 2H), 6.00 (d, J=6.2 Hz. 1H), 4.96 (dd, J=6.2, 1.7 Hz, 1H), 2.47 (s, 3H). Reaction SMILES: [CH3:13][I:14].[CH3:15][C:16](=[O:17])[OH:18].[Cl:1][c:2]1[n:3][cH:4][cH:5][c:6]2[c:7]1[nH:8][cH:9][cH:10]2.[H-:12].[Na+:11].[O:19]=[CH:20][N:21]([CH3:22])[CH3:23]>>[Cl:1][c:2]1[n:3][cH:4][cH:5][c:6]2[c:7]1[n:8]([CH3:15])[cH:9][cH:10]2. The product is Cn1ccc2ccnc(Cl)c21. The reactants are CI, CC(=O)O, Clc1nccc2cc[nH]c12, [H-], [Na+], CN(C)C=O. The reactants are Cc1ccccc1, CN(C)C=O, CC1=CCC(C(=O)O)CC1, O=C(Cl)C(=O)Cl, ClCCl. Product: CC1=CCC(C(=O)Cl)CC1. RXN SMILES: [CH3:11][c:12]1[cH:13][cH:14][cH:15][cH:16][cH:17]1.[CH3:18][N:19]([CH3:20])[CH:21]=[O:22].[CH3:1][C:2]1=[CH:3][CH2:4][CH:5]([C:8](=[O:9])[OH:10])[CH2:6][CH2:7]1.[Cl:23][C:24]([C:25]([Cl:26])=[O:27])=[O:28].[Cl:29][CH2:30][Cl:31]>>[CH3:1][C:2]1=[CH:3][CH2:4][CH:5]([C:8](=[O:10])[Cl:23])[CH2:6][CH2:7]1. Starting materials: CCN=C=NCCCN(C)C, CCN(C(C)C)C(C)C, Cl, O=C(O)C(F)(F)F, FC(F)(F)c1ccccc1OC1CCNCC1, CN(C)C=O, O, On1nnc2ccccc21, O=C(O)CNC(=O)c1cc(-c2ccccc2)[nH]n1. Product: O=C(NCC(=O)N1CCC(Oc2ccccc2C(F)(F)F)CC1)c1cc(-c2ccccc2)[nH]n1. RXN SMILES: [CH3:38][CH2:39][N:40]=[C:41]=[N:42][CH2:43][CH2:44][CH2:45][N:46]([CH3:47])[CH3:48].[CH:1]([N:2]([CH2:3][CH3:4])[CH:5]([CH3:6])[CH3:7])([CH3:8])[CH3:9].[ClH:49].[F:50][C:51]([F:52])([F:53])[C:54]([OH:55])=[O:56].[F:57][C:58]([c:59]1[c:60]([O:61][CH:62]2[CH2:63][CH2:64][NH:65][CH2:66][CH2:67]2)[cH:68][cH:69][cH:70][cH:71]1)([F:72])[F:73].[O:74]=[CH:75][N:76]([CH3:77])[CH3:78].[OH2:79].[OH:28][n:29]1[c:30]2[c:31]([cH:32][cH:33][cH:34][cH:35]2)[n:36][n:37]1.[c:10]1(-[c:16]2[cH:17][c:18]([C:21](=[O:22])[NH:23][CH2:24][C:25](=[O:26])[OH:27])[n:19][nH:20]2)[cH:11][cH:12][cH:13][cH:14][cH:15]1>>[c:10]1(-[c:16]2[cH:17][c:18]([C:21](=[O:22])[NH:23][CH2:24][C:25](=[O:27])[N:65]3[CH2:64][CH2:63][CH:62]([O:61][c:60]4[c:59]([C:58]([F:57])([F:72])[F:73])[cH:71][cH:70][cH:69][cH:68]4)[CH2:67][CH2:66]3)[n:19][nH:20]2)[cH:11][cH:12][cH:13][cH:14][cH:15]1. The reactants are C(C)OC(=O)C1=CC2=C(N(C(=N2)C=2C=C3C(=CC(=NC3=CC2)C2=CC=CC=C2)Cl)C2CCCCC2)C=C1 (2-(4-chloro-2-phenyl-quinolin-6-yl)-1-cyclohexyl-1H-benzoimidazole-5-carboxylic acid ethyl ester), C1(CCCCC1)N1C(=NC2=C1C=CC(=C2)C(=O)O)C=2C=C1C(=CC(=NC1=CC2)C2=CC=CC=C2)N(C)C (1-Cyclohexyl-2-(4-dimethylamino-2-phenyl-quinolin-6-yl)-1H-benzoimidazole-5-carboxylic acid), C1(=CC=CC=C1)S (benzenethiol). The product is C1(CCCCC1)N1C(=NC2=C1C=CC(=C2)C(=O)O)C=2C=C1C(=CC(=NC1=CC2)C2=CC=CC=C2)SC2=CC=CC=C2 (1-Cyclohexyl-2-(2-phenyl-4-phenylsulfanyl-quinolin-6-yl)-1H-benzoimidazole-5-carboxylic acid). As a reaction SMILES: C([O:3][C:4]([C:6]1[CH:37]=[CH:36][C:9]2[N:10]([CH:30]3[CH2:35][CH2:34][CH2:33][CH2:32][CH2:31]3)[C:11]([C:13]3[CH:14]=[C:15]4[C:20](=[CH:21][CH:22]=3)[N:19]=[C:18]([C:23]3[CH:28]=[CH:27][CH:26]=[CH:25][CH:24]=3)[CH:17]=[C:16]4Cl)=[N:12][C:8]=2[CH:7]=1)=[O:5])C.C1(N2C3C=CC(C(O)=O)=CC=3N=C2C2C=C3C(=CC=2)N=C(C2C=CC=CC=2)C=C3N(C)C)CCCCC1.[C:75]1([SH:81])[CH:80]=[CH:79][CH:78]=[CH:77][CH:76]=1>>[CH:30]1([N:10]2[C:9]3[CH:36]=[CH:37][C:6]([C:4]([OH:3])=[O:5])=[CH:7][C:8]=3[N:12]=[C:11]2[C:13]2[CH:14]=[C:15]3[C:20](=[CH:21][CH:22]=2)[N:19]=[C:18]([C:23]2[CH:24]=[CH:25][CH:26]=[CH:27][CH:28]=2)[CH:17]=[C:16]3[S:81][C:75]2[CH:80]=[CH:79][CH:78]=[CH:77][CH:76]=2)[CH2:35][CH2:34][CH2:33][CH2:32][CH2:31]1. Reported procedure: In this reaction 51 mg (0.1 mmol) of crude 2-(4-chloro-2-phenyl-quinolin-6-yl)-1-cyclohexyl-1H-benzoimidazole-5-carboxylic acid ethyl ester were used in the same reaction sequence as that used for Compound 481. The nucleophile used was benzenethiol. Yield: 36 mg. The product is C(C)(C)NC=1C(=NC=CC1)N1CCN(CC1)C(=O)C1=NC=C(C(=O)O)C=C1 (6-[1-[3-(isopropylamino)-2-pyridyl]piperazin-4-yl-carbonyl]nicotinic acid). Reported procedure: 6-[1-[3-(Isopropylamino)-2-pyridyl]piperazin-4-yl-carbonyl]nicotinic acid methyl ester (3 g) was dissolved in methanol (30 ml) and with the addition of aqueous 1N sodium hydroxide (16 ml), the mixture was hydrolyzed at 25°C. for 2 hours. 2N hydrochloric acid was slowly added to the mixture for neutralization (pH=˜5), followed by the slow addition of excess of water to precipitate. After 2-hours stirring, the precipitate was filtered, washed with water and dried to give a desired compound of 2.63... Run at time 2 hour. Run in CO (methanol), [OH-].[Na+] (sodium hydroxide). RXN SMILES: C[O:2][C:3](=[O:28])[C:4]1[CH:9]=[CH:8][C:7]([C:10]([N:12]2[CH2:17][CH2:16][N:15]([C:18]3[C:23]([NH:24][CH:25]([CH3:27])[CH3:26])=[CH:22][CH:21]=[CH:20][N:19]=3)[CH2:14][CH2:13]2)=[O:11])=[N:6][CH:5]=1.Cl.O>CO.[OH-].[Na+]>[CH:25]([NH:24][C:23]1[C:18]([N:15]2[CH2:16][CH2:17][N:12]([C:10]([C:7]3[CH:8]=[CH:9][C:4]([C:3]([OH:28])=[O:2])=[CH:5][N:6]=3)=[O:11])[CH2:13][CH2:14]2)=[N:19][CH:20]=[CH:21][CH:22]=1)([CH3:27])[CH3:26] |f:4.5|. The reactants are COC(C1=CN=C(C=C1)C(=O)N1CCN(CC1)C1=NC=CC=C1NC(C)C)=O (6-[1-[3-(Isopropylamino)-2-pyridyl]piperazin-4-yl-carbonyl]nicotinic acid methyl ester), O (water), Cl (hydrochloric acid). Isolated yield 91.0%.